This data is from the Open Reaction Database (ORD), a public repository of structured organic reaction records. The task is: describe an organic reaction: reactants, conditions, products, and yield The reactants are C1(CC1)NC(C1=CC(=C(C=C1)C)C1=CC2=C(N=C(N=C2)SC)N(C1=O)C)=O (N-Cyclopropyl-4-methyl-3-(8-methyl-2-methylsulfanyl-7-oxo-7,8-dihydro-pyrido[2,3-d]pyrimidin-6-yl)-benzamide), CO (MeOH), OOS(=O)[O-].[K+] (OXONE). Solvent: C1CCOC1 (THF), O (water). Conditions: time 3 hour. Product: C1(CC1)NC(C1=CC(=C(C=C1)C)C1=CC2=C(N=C(N=C2)S(=O)(=O)C)N(C1=O)C)=O (N-cyclopropyl-3-(2-methanesulfonyl-8-methyl-7-oxo-7,8-dihydro-pyrido[2,3-d]pyrimidin-6-yl)-4-methyl-benzamide). As a reaction SMILES: [CH:1]1([NH:4][C:5](=[O:27])[C:6]2[CH:11]=[CH:10][C:9]([CH3:12])=[C:8]([C:13]3[C:24](=[O:25])[N:23]([CH3:26])[C:16]4[N:17]=[C:18](SC)[N:19]=[CH:20][C:15]=4[CH:14]=3)[CH:7]=2)[CH2:3][CH2:2]1.O[O:29][S:30]([O-:32])=O.[K+].[CH3:34]O>C1COCC1.O>[CH:1]1([NH:4][C:5](=[O:27])[C:6]2[CH:11]=[CH:10][C:9]([CH3:12])=[C:8]([C:13]3[C:24](=[O:25])[N:23]([CH3:26])[C:16]4[N:17]=[C:18]([S:30]([CH3:34])(=[O:32])=[O:29])[N:19]=[CH:20][C:15]=4[CH:14]=3)[CH:7]=2)[CH2:3][CH2:2]1 |f:1.2|. Procedure: N-Cyclopropyl-4-methyl-3-(8-methyl-2-methylsulfanyl-7-oxo-7,8-dihydro-pyrido[2,3-d]pyrimidin-6-yl)-benzamide (21 mg) was dissolved in a mixture of 2 mL MeOH, 1 mL THF and 1 mL water. OXONE™ (1.63 mg, 0.09 mmol) was added, and the reaction mixture was stirred for three hours at room temperature. The reaction mixture was then partitioned between water and EtOAc, and the organic layer was washed with brine, dried over MgSO4, filtered and concentrated under reduced pressure to give 25 mg of N-cyclop... Reactants: NC1=CC(=NN1C1=CC2=C(C(C(O2)(F)F)(F)F)C=C1Cl)C#N (5-amino-1-(5-chloro-2,2,3,3-tetrafluoro-2,3-dihydrobenzofuran-6-yl)-3-cyanopyrazole), S(=O)(Cl)Cl (thionyl chloride), FC(S(=O)[O-])(F)F.[Na+] (sodium trifluoromethanesulfinate), S(=O)(=O)(O)C1=CC=C(C)C=C1.CNC (dimethylamine tosylate). Run in C1(=CC=CC=C1)C (toluene), O (water). Conditions: temperature 55 celsius, time 10 minute. Yields the product NC1=C(C(=NN1C1=CC2=C(C(C(O2)(F)F)(F)F)C=C1Cl)C#N)SC(F)(F)F (5-amino-1-(5-chloro-2,2,3,3-tetrafluoro-2,3-dihydrobenzofuran-6-yl)-3-cyano-4-trifluoromethylsulfenylpyrazole). Yield: 23.1%. RXN SMILES: [NH2:1][C:2]1[N:6]([C:7]2[C:19]([Cl:20])=[CH:18][C:10]3[C:11]([F:17])([F:16])[C:12]([F:15])([F:14])[O:13][C:9]=3[CH:8]=2)[N:5]=[C:4]([C:21]#[N:22])[CH:3]=1.[F:23][C:24]([F:29])([F:28])[S:25]([O-])=O.[Na+].S(C1C=CC(C)=CC=1)(O)(=O)=O.CNC.S(Cl)(Cl)=O>C1(C)C=CC=CC=1.O>[NH2:1][C:2]1[N:6]([C:7]2[C:19]([Cl:20])=[CH:18][C:10]3[C:11]([F:17])([F:16])[C:12]([F:15])([F:14])[O:13][C:9]=3[CH:8]=2)[N:5]=[C:4]([C:21]#[N:22])[C:3]=1[S:25][C:24]([F:29])([F:28])[F:23] |f:1.2,3.4|. Reported procedure: To a suspension wherein 5-amino-1-(5-chloro-2,2,3,3-tetrafluoro-2,3-dihydrobenzofuran-6-yl)-3-cyanopyrazole (665 mg, 2.00 mmol), sodium trifluoromethanesulfinate (624 mg, 4.00 mmol) and dimethylamine tosylate (1.086 g, 5.00 mmol) are in toluene (5 ml), thionyl chloride (476 mg, 2.00 mmol) was added dropwise under ice cooling over a period of about 10 minutes and stirred at 50 to 60° C. for 10 minutes. After allowing time to cool, the reaction solution was poured into water, extracted with ethyl ... The reactants are resultant mixture, O (water), ClCCCCC=1SC=CC1 (2-(4-chlorobutyl)thiophene), ClCC(=O)Cl (chloroacetyl chloride), [Cl-].[Al+3].[Cl-].[Cl-] (aluminum chloride). The solvent is ClCCl (dichloromethane). Yields the product ClCC(=O)C=1SC(=CC1)CCCCCl (2-chloroacetyl-5-(4-chlorobutyl)thiophene). Yield: 90.7%. As a reaction SMILES: [Cl:1][CH2:2][CH2:3][CH2:4][CH2:5][C:6]1[S:7][CH:8]=[CH:9][CH:10]=1.[Cl:11][CH2:12][C:13](Cl)=[O:14].[Cl-].[Al+3].[Cl-].[Cl-].O>ClCCl>[Cl:11][CH2:12][C:13]([C:8]1[S:7][C:6]([CH2:5][CH2:4][CH2:3][CH2:2][Cl:1])=[CH:10][CH:9]=1)=[O:14] |f:2.3.4.5|. Procedure: To a solution of 23 g of 2-(4-chlorobutyl)thiophene and 17.9 g of chloroacetyl chloride in 250 ml of dichloromethane is added a small portion of 21 g of aluminum chloride under cooling at 0°-5° C. and with stirring. After stirring under cooling with ice for 2 hours, the resultant mixture is poured into water and the organic layer is separated. The water layer is extracted with chloroform and the extract is combined with the organic layer. The combined organic layer is washed with water and dried...